This data is from the Open Reaction Database (ORD), a public repository of structured organic reaction records. The task is: describe an organic reaction: reactants, conditions, products, and yield The reactants are ClCCl, [Na+], O=C([O-])O, OCc1ccc(-n2nccn2)cc1. Product: ClCc1ccc(-n2nccn2)cc1. RXN SMILES: [Cl:19][CH2:20][Cl:21].[Na+:18].[O-:14][C:15]([OH:16])=[O:17].[n:1]1[n:2](-[c:6]2[cH:7][cH:8][c:9]([CH2:12][OH:13])[cH:10][cH:11]2)[n:3][cH:4][cH:5]1>>[n:1]1[n:2](-[c:6]2[cH:7][cH:8][c:9]([CH2:12][Cl:19])[cH:10][cH:11]2)[n:3][cH:4][cH:5]1.